Dataset: the Open Reaction Database (ORD), a public repository of structured organic reaction records. Task: describe an organic reaction: reactants, conditions, products, and yield The reactants are C(=O)(O)C1=CC=C(C=C1)B(O)O (4-carboxybenzeneboronic acid), BrC1=NC=CC=N1 (2-bromopyrimidine), C([O-])([O-])=O.[Na+].[Na+] (sodium carbonate). Solvent: C(C)#N (acetonitrile). Reaction conditions: temperature 90 celsius. Product: N1=C(N=CC=C1)C1=CC=C(C(=O)O)C=C1 (4-Pyrimidin-2-ylbenzoic acid). Isolated yield 89.0%. RXN SMILES: [C:1]([C:4]1[CH:9]=[CH:8][C:7](B(O)O)=[CH:6][CH:5]=1)([OH:3])=[O:2].Br[C:14]1[N:19]=[CH:18][CH:17]=[CH:16][N:15]=1.C(=O)([O-])[O-].[Na+].[Na+]>C(#N)C>[N:15]1[CH:16]=[CH:17][CH:18]=[N:19][C:14]=1[C:7]1[CH:8]=[CH:9][C:4]([C:1]([OH:3])=[O:2])=[CH:5][CH:6]=1 |f:2.3.4|. Reported procedure: To a suspension of 4-carboxybenzeneboronic acid (0.660 g, 3.98 mmol) and 2-bromopyrimidine (0.630 g, 3.98 mmol) in dry acetonitrile (20 mL) was added 0.4 M aqueous sodium carbonate (20 mL) and the mixture was purged with nitrogen for 10 minutes. Tetrakis(triphenylphosphine)palladium(0) (240 mg) was then added and the reaction mixture heated to 90° C. for 17 hours. The hot reaction mixture was filtered through celite and concentrated in vacuo to remove the acetonitrile. The resulting aqueous susp... The reactants are O=C([O-])[O-], CCc1cn(N)c2ccc(C(F)(F)F)cc12, Cc1nc(-c2cccc(F)c2)ncc1C(=O)O, [Na+], [Na+], CN(C)C=O. Product: CCc1cn(NC(=O)c2cnc(-c3cccc(F)c3)nc2C)c2ccc(C(F)(F)F)cc12. Reaction SMILES: [C:39](=[O:40])([O-:41])[O-:42].[CH2:18]([CH3:19])[c:20]1[cH:21][n:22]([NH2:33])[c:23]2[cH:24][cH:25][c:26]([C:29]([F:30])([F:31])[F:32])[cH:27][c:28]12.[F:1][c:2]1[cH:3][c:4](-[c:8]2[n:9][cH:10][c:11]([C:15](=[O:16])[OH:17])[c:12]([CH3:14])[n:13]2)[cH:5][cH:6][cH:7]1.[Na+:43].[Na+:44].[O:34]=[CH:35][N:36]([CH3:37])[CH3:38]>>[F:1][c:2]1[cH:3][c:4](-[c:8]2[n:9][cH:10][c:11]([C:15](=[O:17])[NH:33][n:22]3[cH:21][c:20]([CH2:18][CH3:19])[c:28]4[c:23]3[cH:24][cH:25][c:26]([C:29]([F:30])([F:31])[F:32])[cH:27]4)[c:12]([CH3:14])[n:13]2)[cH:5][cH:6][cH:7]1. Starting materials: CC(Br)C(=O)Br, Cl[Al](Cl)Cl, COc1cc(Cl)ccc1C, ClCCl, Cl, O. Yields the product COc1cc(Cl)c(C(=O)C(C)Br)cc1C. As a reaction SMILES: [Br:11][CH:12]([C:13](=[O:14])[Br:15])[CH3:16].[Cl:17][Al:18]([Cl:19])[Cl:20].[Cl:1][c:2]1[cH:3][c:4]([O:9][CH3:10])[c:5]([CH3:8])[cH:6][cH:7]1.[Cl:22][CH2:23][Cl:24].[ClH:21].[OH2:25]>>[Cl:1][c:2]1[cH:3][c:4]([O:9][CH3:10])[c:5]([CH3:8])[cH:6][c:7]1[C:13]([CH:12]([Br:11])[CH3:16])=[O:14]. The reactants are CC1=NC(=NO1)C=1C=C(C(=O)OC)C=CC1 (methyl 3-(5-methyl-1,2,4-oxadiazol-3-yl)benzoate), Cl (HCl), C1CCOC1 (THF), [Li+].[BH4-] (LiBH4). The solvent is O (water). Conditions: temperature 0 celsius. Product: CC1=NC(=NO1)C=1C=C(C=CC1)CO ([3-(5-methyl-1,2,4-oxadiazol-3-yl)phenyl]methanol). Reaction SMILES: [CH3:1][C:2]1[O:6][N:5]=[C:4]([C:7]2[CH:8]=[C:9]([CH:14]=[CH:15][CH:16]=2)[C:10](OC)=[O:11])[N:3]=1.C1COCC1.[Li+].[BH4-].Cl>O>[CH3:1][C:2]1[O:6][N:5]=[C:4]([C:7]2[CH:8]=[C:9]([CH2:10][OH:11])[CH:14]=[CH:15][CH:16]=2)[N:3]=1 |f:2.3|. Procedure: 3.46 g of methyl 3-(5-methyl-1,2,4-oxadiazol-3-yl)benzoate (15.86 mmol) are dissolved in 50 ml of abs. THF in a 250 ml three-necked flask, and 0.691 g of LiBH4 (31.71 mmol) is subsequently introduced in portions with stirring at 0° C. under a nitrogen atmosphere, and the mixture is stirred without cooling for a further 20 h. For work-up, the reaction mixture is adjusted to pH 7 by slow dropwise addition of 1 N HCl with stirring, diluted with 100 ml of water and extracted 3× with 50 ml of dichlor...